Dataset: the Open Reaction Database (ORD), a public repository of structured organic reaction records. Task: describe an organic reaction: reactants, conditions, products, and yield The reactants are Cl.C1(CCCCC1)NC1=NC(=NC(=C1C)C)NCC1=NC=CC=C1 (N4-cyclohexyl-5,6-dimethyl-N2-(pyridin-2-ylmethyl)pyrimidine-2,4-diamine hydrochloride), COC1=CC=C(CN)C=C1 ((4-methoxybenzyl)amine). Yields the product C1(CCCCC1)NC1=NC(=NC(=C1C)C)NCC1=CC=C(C=C1)OC (N4-cyclohexyl-N2-(4-methoxybenzyl)-5,6-dimethylpyrimidine-2,4-diamine). RXN SMILES: Cl.[CH:2]1([NH:8][C:9]2[C:14]([CH3:15])=[C:13]([CH3:16])[N:12]=[C:11](NCC3C=CC=CN=3)[N:10]=2)[CH2:7][CH2:6][CH2:5][CH2:4][CH2:3]1.[CH3:25][O:26][C:27]1[CH:34]=[CH:33][C:30]([CH2:31][NH2:32])=[CH:29][CH:28]=1>>[CH:2]1([NH:8][C:9]2[C:14]([CH3:15])=[C:13]([CH3:16])[N:12]=[C:11]([NH:32][CH2:31][C:30]3[CH:33]=[CH:34][C:27]([O:26][CH3:25])=[CH:28][CH:29]=3)[N:10]=2)[CH2:3][CH2:4][CH2:5][CH2:6][CH2:7]1 |f:0.1|. Procedure details: The titled compound was synthesized according to the general procedure described for preparation of N4-cyclohexyl-5,6-dimethyl-N2-(pyridin-2-ylmethyl)pyrimidine-2,4-diamine (Example 1) using (4-methoxybenzyl)amine instead of (pyridin-2-ylmethyl)amine. The product was purified by column chromatography eluting with mixture of chloroform/ethanol/20% water solution of ammonia (200:10:1), and then the final product was washed with diethyl ether to afford the titled compound as a white solid. 1H NMR (... Reactants: ClCC(=O)Cl (Chloroacetyl chloride), C1(=CC=CC=C1)C=1SC=2NCCCCC2N1 (2-phenyl-5,6,7,8-tetrahydro-4H-thiazolo[5,4-b]azepine), product, CN1CCNCC1 (N-methylpiperazine), C1CCOC1 (THF). Solvent: C(Cl)Cl (methylenechloride), C(C)N(CC)CC (triethylamine), C(C)N(CC)CC (triethylamine). Product: CC1CCN(CC1)CC(=O)N1C2=C(CCCC1)N=C(S2)C2=CC=CC=C2 (4-(4-Methyl-1-piperadinyl)acetyl-2-phenyl-5,6,7,8-tetrahydro-4H-thiazolo[5,4-b]azepine). Yield: 56.0%. Reaction SMILES: Cl[CH2:2][C:3](Cl)=[O:4].[C:6]1([C:12]2[S:13][C:14]3[NH:15][CH2:16][CH2:17][CH2:18][CH2:19][C:20]=3[N:21]=2)[CH:11]=[CH:10][CH:9]=[CH:8][CH:7]=1.CN1[CH2:28][CH2:27][NH:26][CH2:25][CH2:24]1.[CH2:29]1COC[CH2:30]1>C(N(CC)CC)C.C(Cl)Cl>[CH3:29][CH:30]1[CH2:28][CH2:27][N:26]([CH2:2][C:3]([N:15]2[CH2:16][CH2:17][CH2:18][CH2:19][C:20]3[N:21]=[C:12]([C:6]4[CH:7]=[CH:8][CH:9]=[CH:10][CH:11]=4)[S:13][C:14]2=3)=[O:4])[CH2:25][CH2:24]1. Procedure details: Chloroacetyl chloride (2.2 g) was added dropwise to a mixture of 2-phenyl-5,6,7,8-tetrahydro-4H-thiazolo[5,4-b]azepine (3.0 g), triethylamine (3.6 ml) and methylenechloride (100 ml) under ice-cooling and stirring. After stirring for 30 mins. at room temperature, the mixture was distilled under reduced pressure to remove the solvent, and the residue was extracted with chloroform. The extract was washed with a saturated sodium hydrogen carbonate solution, water, dried over anhydrous sodium sulfate...